Dataset: the Open Reaction Database (ORD), a public repository of structured organic reaction records. Task: describe an organic reaction: reactants, conditions, products, and yield The reactants are FC(C(=O)O)(F)F (trifluoroacetic acid), C1(CC1)C(C)(O)C1=C(C=C(C=C1)C(F)(F)F)F (1-Cyclopropyl-1-[2-fluoro-4-(trifluoromethyl)phenyl]ethanol), CSCC=1C=CC=C2C=CNC12 (7-[(Methylsulfanyl)methyl]-1H-indole). Run in ClCCl (dichloromethane). Run at time 8 hour. Yields the product C1(CC1)C(C)(C1=C(C=C(C=C1)C(F)(F)F)F)C1=CNC2=C(C=CC=C12)CSC (3-{1-Cyclopropyl-1-[2-fluoro-4-(trifluoromethyl)phenyl]ethyl}-7-[(methylsulfanyl)methyl]-1H-indole). As a reaction SMILES: FC(F)(F)C(O)=O.[CH:8]1([C:11]([C:14]2[CH:19]=[CH:18][C:17]([C:20]([F:23])([F:22])[F:21])=[CH:16][C:15]=2[F:24])(O)[CH3:12])[CH2:10][CH2:9]1.[CH3:25][S:26][CH2:27][C:28]1[CH:29]=[CH:30][CH:31]=[C:32]2[C:36]=1[NH:35][CH:34]=[CH:33]2>ClCCl>[CH:8]1([C:11]([C:33]2[C:32]3[C:36](=[C:28]([CH2:27][S:26][CH3:25])[CH:29]=[CH:30][CH:31]=3)[NH:35][CH:34]=2)([C:14]2[CH:19]=[CH:18][C:17]([C:20]([F:23])([F:22])[F:21])=[CH:16][C:15]=2[F:24])[CH3:12])[CH2:10][CH2:9]1. Procedure: 0.02 ml (0.24 mmol) of trifluoroacetic acid was added to 50.0 mg (0.20 mmol) of the compound from Example 136A and 35.7 mg (0.20 mmol) of the compound from Example 8A in 4 ml of dichloromethane, and the mixture was stirred at RT overnight. It was concentrated, and the residue was purified by preparative HPLC (RP18 column; mobile phase: acetonitrile/water gradient with addition of 0.1% formic acid) to result in 10.0 mg (12% of theory) of the title compound as mixture of diastereomers. Starting materials: Cl (hydrochloric acid), ClC1=C(C=CC=C1Cl)OC (2,3-dichloroanisole), FC1=CC=C(C(=O)Cl)C=C1 (4-fluorobenzoyl chloride), [Cl-].[Al+3].[Cl-].[Cl-] (aluminum chloride). Run in C(Cl)Cl (methylene chloride). The product is FC1=CC=C(C(=O)C2=C(C(=C(C=C2)OC)Cl)Cl)C=C1 (4(4-Fluorobenzoyl)-2,3-dichloroanisole). The yield is 53.5%. Reaction SMILES: [Cl:1][C:2]1[C:7]([Cl:8])=[CH:6][CH:5]=[CH:4][C:3]=1[O:9][CH3:10].[F:11][C:12]1[CH:20]=[CH:19][C:15]([C:16](Cl)=[O:17])=[CH:14][CH:13]=1.[Cl-].[Al+3].[Cl-].[Cl-].Cl>C(Cl)Cl>[F:11][C:12]1[CH:20]=[CH:19][C:15]([C:16]([C:6]2[CH:5]=[CH:4][C:3]([O:9][CH3:10])=[C:2]([Cl:1])[C:7]=2[Cl:8])=[O:17])=[CH:14][CH:13]=1 |f:2.3.4.5|. Reported procedure: A mixture of 2,3-dichloroanisole (35.4 g.; 0.20 mole), 4-fluorobenzoyl chloride (34.8 g.; 0.22 mole) and methylene chloride (300 ml.) at 5° C. was stirred vigorously and treated with finely powdered aluminum chloride (28.0 g.; 0.21 mole). The reaction mixture was slowly heated and refluxed for two hours. The reaction mixture was cooled to room temperature and decomposed with ice and hydrochloric acid (50 ml.). The aqueous solution was extracted twice with methylene chloride. The combined methyle... Starting materials: amine, C=1C=CC2=C(C1)N=NN2O (HOBT), Cl.C(#N)C1=NC(=C(C(=O)O)C(=C1)C)C (6-cyano-2,4-dimethyl-nicotinic acid hydrochloride), C(C)(C)(C)OC(NCC[C@@H](C)N1CCC(CC1)N(C1=CC=C(C=C1)OC)CC1=NC(=CC=C1)C#N)=O ((R)-(3-{4-[(6-Cyano-pyridin-2-ylmethyl)-(4-methoxy-phenyl)-amino]-piperidin-1-yl}-butyl)-carbamic acid tert-butyl ester), CCN=C=NCCCN(C)C (EDCI), CCN(C(C)C)C(C)C (DIPEA). The solvent is CN(C)C=O (DMF), C(Cl)Cl (CH2Cl2), C(=O)(C(F)(F)F)O (TFA). Reaction conditions: time 1 hour. Product: C(#N)C1=NC(=C(C(=O)NCC[C@@H](C)N2CCC(CC2)N(C2=CC=C(C=C2)OC)CC2=NC(=CC=C2)C#N)C(=C1)C)C (6-cyano-N-((R)-3-{4-[(6-cyano-pyridin-2-ylmethyl)-(4-methoxy-phenyl)-amino]-piperidin-1-yl}-butyl)-2,4-dimethyl-nicotinamide). Yield: 53.1%. As a reaction SMILES: C(O[C:6](=[O:36])[NH:7][CH2:8][CH2:9][C@H:10]([N:12]1[CH2:17][CH2:16][CH:15]([N:18]([CH2:27][C:28]2[CH:33]=[CH:32][CH:31]=[C:30]([C:34]#[N:35])[N:29]=2)[C:19]2[CH:24]=[CH:23][C:22]([O:25][CH3:26])=[CH:21][CH:20]=2)[CH2:14][CH2:13]1)[CH3:11])(C)(C)C.CCN=C=NCCCN(C)C.C1C=CC2N(O)N=NC=2C=1.Cl.[C:59]([C:61]1[CH:69]=[C:68]([CH3:70])[C:64](C(O)=O)=[C:63]([CH3:71])[N:62]=1)#[N:60].CCN(C(C)C)C(C)C>C(Cl)Cl.C(O)(C(F)(F)F)=O.CN(C=O)C>[C:59]([C:61]1[CH:69]=[C:68]([CH3:70])[C:64]([C:6]([NH:7][CH2:8][CH2:9][C@H:10]([N:12]2[CH2:13][CH2:14][CH:15]([N:18]([CH2:27][C:28]3[CH:33]=[CH:32][CH:31]=[C:30]([C:34]#[N:35])[N:29]=3)[C:19]3[CH:24]=[CH:23][C:22]([O:25][CH3:26])=[CH:21][CH:20]=3)[CH2:16][CH2:17]2)[CH3:11])=[O:36])=[C:63]([CH3:71])[N:62]=1)#[N:60] |f:3.4|. Reported procedure: (R)-(3-{4-[(6-Cyano-pyridin-2-ylmethyl)-(4-methoxy-phenyl)-amino]-piperidin-1-yl}-butyl)-carbamic acid tert-butyl ester (0.070 g, 0.14 mmol) was dissolved in a 3:1 mixture of CH2Cl2 and TFA and the mixture was stirred at room temperature for 1 h. The solvent was removed in vacuo and the resulting brown oil dried in vacuo (high vacuum system) for 2 h. The resulting amine, EDCI (0.030 g, 0.16 mmol) and HOBT (0.021 g, 0.16 mmol) were combined in DMF (5 mL) to give a pale yellow solution. To this so...